From a dataset of the Open Reaction Database (ORD), a public repository of structured organic reaction records. describe an organic reaction: reactants, conditions, products, and yield Starting materials: C=CCOc1cccc2[nH]c3ccccc3c12, CN(C)C=O, CCOC(C)=O, CCCCCC, COc1cc(CCl)ccc1OCc1nc(-c2ccccc2)oc1C, [H-], [Na+], O. Product: C=CCOc1cccc2c1c1ccccc1n2Cc1ccc(OCc2nc(-c3ccccc3)oc2C)c(OC)c1. RXN SMILES: [CH2:8]([CH:9]=[CH2:10])[O:11][c:12]1[cH:13][cH:14][cH:15][c:16]2[nH:17][c:18]3[cH:19][cH:20][cH:21][cH:22][c:23]3[c:24]12.[CH3:3][N:4]([CH3:5])[CH:6]=[O:7].[CH3:49][CH2:50][O:51][C:52](=[O:53])[CH3:54].[CH3:56][CH2:57][CH2:58][CH2:59][CH2:60][CH3:61].[Cl:25][CH2:26][c:27]1[cH:28][c:29]([O:47][CH3:48])[c:30]([O:31][CH2:32][c:33]2[n:34][c:35](-[c:39]3[cH:40][cH:41][cH:42][cH:43][cH:44]3)[o:36][c:37]2[CH3:38])[cH:45][cH:46]1.[H-:1].[Na+:2].[OH2:55]>>[CH2:8]([CH:9]=[CH2:10])[O:11][c:12]1[cH:13][cH:14][cH:15][c:16]2[n:17]([CH2:26][c:27]3[cH:28][c:29]([O:47][CH3:48])[c:30]([O:31][CH2:32][c:33]4[n:34][c:35](-[c:39]5[cH:40][cH:41][cH:42][cH:43][cH:44]5)[o:36][c:37]4[CH3:38])[cH:45][cH:46]3)[c:18]3[cH:19][cH:20][cH:21][cH:22][c:23]3[c:24]12. Reactants: CCO, Cl, CCOP(=O)(Cc1cccc(C(F)(F)F)c1)OCC, [K+], [OH-], O. Yields the product CCOP(=O)(O)Cc1cccc(C(F)(F)F)c1. Reaction SMILES: [CH3:22][CH2:23][OH:24].[ClH:21].[F:1][C:2]([c:3]1[cH:4][c:5]([CH2:6][P:7]([O:8][CH2:9][CH3:10])([O:11][CH2:12][CH3:13])=[O:14])[cH:15][cH:16][cH:17]1)([F:18])[F:19].[K+:26].[OH-:25].[OH2:20]>>[F:1][C:2]([c:3]1[cH:4][c:5]([CH2:6][P:7]([O:8][CH2:9][CH3:10])(=[O:11])[OH:14])[cH:15][cH:16][cH:17]1)([F:18])[F:19]. Starting materials: B, CO, CCOC(C)=O, Cl, [Na], O, O=CCc1cccc2sccc12. The product is OCCc1cccc2sccc12. RXN SMILES: [BH3:1].[CH3:17][OH:18].[CH3:19][CH2:20][O:21][C:22](=[O:23])[CH3:24].[ClH:16].[Na:2].[OH2:15].[s:3]1[c:4]2[c:5]([cH:6][cH:7]1)[c:8]([CH2:12][CH:13]=[O:14])[cH:9][cH:10][cH:11]2>>[s:3]1[c:4]2[c:5]([cH:6][cH:7]1)[c:8]([CH2:12][CH2:13][OH:14])[cH:9][cH:10][cH:11]2. Starting materials: O=N[O-], [Na+], O, O=S(=O)(O)O, Nc1ccc(-n2ncnn2)cc1. Product: Oc1ccc(-n2ncnn2)cc1. RXN SMILES: [N:13](=[O:14])[O-:15].[Na+:16].[OH2:17].[S:18](=[O:19])(=[O:20])([OH:21])[OH:22].[n:1]1[n:2](-[c:6]2[cH:7][cH:8][c:9]([NH2:12])[cH:10][cH:11]2)[n:3][n:4][cH:5]1>>[n:1]1[n:2](-[c:6]2[cH:7][cH:8][c:9]([OH:14])[cH:10][cH:11]2)[n:3][n:4][cH:5]1. Reactants: C(C)(C)(C)OC([C@H]1N(CCC1)C([C@@H](N[C@@H](CCCCCCCNC(=O)OC(C)(C)C)C(=O)OCC)CCCCNC(=O)OC(C)(C)C)=O)=O (Nα -[1(S)-ethoxycarbonyl-8-tertiary butoxycarbonylaminooctyl]-Nε -tertiary butoxycarbonyl-L-lysyl-L-proline tertiary butylester). The solvent is C(=O)O (formic acid). Reaction conditions: temperature 37 celsius, time 48 hour. The product is C(C)OC(=O)[C@H](CCCCCCCN)N[C@@H](CCCCN)C(=O)N1[C@H](C(=O)O)CCC1 (Nα -[1(S)-ethoxycarbonyl-8-aminooctyl]-L-lysyl-L-proline). Reaction SMILES: C([O:5][C:6](=[O:49])[C@@H:7]1[CH2:11][CH2:10][CH2:9][N:8]1[C:12](=[O:48])[C@H:13]([CH2:36][CH2:37][CH2:38][CH2:39][NH:40]C(OC(C)(C)C)=O)[NH:14][C@H:15]([C:31]([O:33][CH2:34][CH3:35])=[O:32])[CH2:16][CH2:17][CH2:18][CH2:19][CH2:20][CH2:21][CH2:22][NH:23]C(OC(C)(C)C)=O)(C)(C)C>C(O)=O>[CH2:34]([O:33][C:31]([C@@H:15]([NH:14][C@H:13]([C:12]([N:8]1[CH2:9][CH2:10][CH2:11][C@H:7]1[C:6]([OH:49])=[O:5])=[O:48])[CH2:36][CH2:37][CH2:38][CH2:39][NH2:40])[CH2:16][CH2:17][CH2:18][CH2:19][CH2:20][CH2:21][CH2:22][NH2:23])=[O:32])[CH3:35]. Reported procedure: Nα -[1(S)-ethoxycarbonyl-8-tertiary butoxycarbonylaminooctyl]-Nε -tertiary butoxycarbonyl-L-lysyl-L-proline tertiary butylester obtained by Example VII b) (480 mg) is added into 100 ml of formic acid and dissolved. This solution is stirred at 37° C. for 48 hours. The formic acid is distilled off and the residue is dried under reduced pressure to obtain 320 mg of colorless oil. The reactants are Brc1cccc2cc[nH]c12, C1CCOC1, [Li]CCCC, CSSC. The product is CSc1cccc2cc[nH]c12. As a reaction SMILES: [Br:1][c:2]1[cH:3][cH:4][cH:5][c:6]2[cH:7][cH:8][nH:9][c:10]12.[CH2:20]1[O:21][CH2:22][CH2:23][CH2:24]1.[CH3:11][CH2:12][CH2:13][CH2:14][Li:15].[CH3:16][S:17][S:18][CH3:19]>>[c:2]1([S:17][CH3:16])[cH:3][cH:4][cH:5][c:6]2[cH:7][cH:8][nH:9][c:10]12. Reactants: BrCC1CCC1 (bromomethyl-cyclobutane), C1OC2=C(O1)C=C(C=C2)O (sesamol). Yields the product C1(CCC1)COC1=CC2=C(OCO2)C=C1 (5-Cyclobutylmethoxy-benzo[1,3]dioxole). RXN SMILES: Br[CH2:2][CH:3]1[CH2:6][CH2:5][CH2:4]1.[CH2:7]1[O:11][C:10]2[CH:12]=[C:13]([OH:16])[CH:14]=[CH:15][C:9]=2[O:8]1>>[CH:3]1([CH2:2][O:16][C:13]2[CH:14]=[CH:15][C:9]3[O:8][CH2:7][O:11][C:10]=3[CH:12]=2)[CH2:6][CH2:5][CH2:4]1. Procedure details: Starting from commercially available bromomethyl-cyclobutane and sesamol the title compound is obtained as colorless solid. The reactants are OC(CN1C=NC=C1)(CCC)C1=C(C=CC=C1)O (1-[2-hydroxy-2-(2-hydroxyphenyl)pentyl] imidazole), OC(CN1C=NC=C1)(CCC)C1=C(C=CC=C1)O (1-[2-hydroxy-2-(2-hydroxyphenyl)pentyl] imidazole), C(C)I (ethyl iodide), [OH-].[Na+] (sodium hydroxide), ice water. Solvent: CN(C=O)C (dimethylformamide). Run at time 20 hour. Yields the product OC(CN1C=NC=C1)(CCC)C1=C(C=CC=C1)OCC (1-[2-hydroxy-2-(2-ethoxyphenyl)pentyl] imidazole). Isolated yield 58.1%. As a reaction SMILES: [OH:1][C:2]([C:12]1[CH:17]=[CH:16][CH:15]=[CH:14][C:13]=1[OH:18])([CH2:9][CH2:10][CH3:11])[CH2:3][N:4]1[CH:8]=[CH:7][N:6]=[CH:5]1.[CH2:19](I)[CH3:20].[OH-].[Na+]>CN(C)C=O>[OH:1][C:2]([C:12]1[CH:17]=[CH:16][CH:15]=[CH:14][C:13]=1[O:18][CH2:19][CH3:20])([CH2:9][CH2:10][CH3:11])[CH2:3][N:4]1[CH:8]=[CH:7][N:6]=[CH:5]1 |f:2.3|. Procedure details: 34 mg of 1-[2-hydroxy-2-(2-hydroxyphenyl)pentyl] imidazole (Compound 18) was dissolved into 10 ml of dimethylformamide, and 33 mg of ethyl iodide and 10 mg of sodium hydroxide was added to this solution. The mixture was stirred at room temperature for 20 hours. The reaction mixture, after being charged into ice water, was subjected to extraction with ether. The ether layer was then washed with water, followed by drying over anhydrous magnesium sulfate. The extract thus obtained was purified by m... Reactants: BrC1=C(C(=C(C(=C1F)F)F)F)F (bromopentafluorobenzene), C(CC)OCCC (dipropyl ether), BrC1=C(C(=C(C(=C1F)F)F)F)F (bromopentafluorobenzene), C(CC)OCCC (dipropyl ether), C(C)[Mg]Br (ethyl magnesium bromide), C(CC)OCCC (dipropyl ether). Run at time 2 hour. The product is FC1=C(C(=C(C(=C1[Mg]Br)F)F)F)F (pentafluorophenyl magnesium bromide), C(CC)OCCC (dipropyl ether). RXN SMILES: C([Mg:3][Br:4])C.Br[C:6]1[C:11]([F:12])=[C:10]([F:13])[C:9]([F:14])=[C:8]([F:15])[C:7]=1[F:16].[CH2:17]([O:20][CH2:21][CH2:22][CH3:23])[CH2:18][CH3:19]>>[F:12][C:11]1[C:6]([Mg:3][Br:4])=[C:7]([F:16])[C:8]([F:15])=[C:9]([F:14])[C:10]=1[F:13].[CH2:17]([O:20][CH2:21][CH2:22][CH3:23])[CH2:18][CH3:19]. Procedure: Air inside a reaction vessel of the same type as the one used in Example 1 was replaced with a nitrogen gas in a satisfactory manner, after which 50 ml of a dipropyl ether (chain ether solvent) solution containing 0.065 mol of ethyl magnesium bromide was charged to the reaction vessel. Meanwhile, 0.060 mol of bromopentafluorobenzene and 20 ml of dipropyl ether (chain ether solvent) were charged to the dropping funnel. Then, the dipropyl ether solution of bromopentafluorobenzene in the dropping f...